Dataset: the Open Reaction Database (ORD), a public repository of structured organic reaction records. Task: describe an organic reaction: reactants, conditions, products, and yield The reactants are Br.NC=1N(C2=C([N+]1CCN1CCOCC1)C=CC=C2)CC(C(C)(C)C)=O (2-Amino-1-(2-morpholinoethyl)-3-pivaloylmethylbenzimidazolium hydrobromide), [OH-].[NH4+] (ammonium hydroxide), Cl (hydrochloric acid). Product: Cl.C(C)(C)(C)C=1N=C2N(C3=C(N2C1)C=CC=C3)CCN3CCOCC3 (2-Tert-butyl-9-morpholinoethylimidazo[1,2-a]benzimidazole hydrochloride). RXN SMILES: Br.[NH2:2][C:3]1[N:4]([CH2:20][C:21](=O)[C:22]([CH3:25])([CH3:24])[CH3:23])[C:5]2[CH:19]=[CH:18][CH:17]=[CH:16][C:6]=2[N+:7]=1[CH2:8][CH2:9][N:10]1[CH2:15][CH2:14][O:13][CH2:12][CH2:11]1.[OH-].[NH4+].[ClH:29]>>[ClH:29].[C:22]([C:21]1[N:2]=[C:3]2[N:4]([CH:20]=1)[C:5]1[CH:19]=[CH:18][CH:17]=[CH:16][C:6]=1[N:7]2[CH2:8][CH2:9][N:10]1[CH2:15][CH2:14][O:13][CH2:12][CH2:11]1)([CH3:25])([CH3:24])[CH3:23] |f:0.1,2.3,5.6|. Procedure details: The hydrobromide obtained in Step A is heated at reflux in concentrated hydrochloric acid for 30 minutes. The solution is cooled and neutralised with an aqueous ammonium hydroxide solution. The reaction mixture is extracted with benzene and the extract is dried over sodium sulfate. Subsequently, pass through a stream of gaseous hydrochloric acid until acidity. The resulting precipitate is filtered and recrystallised from ethanol. The reactants are COc1cc(C=O)ccc1F, O=Cc1ccc(F)c(F)c1, c1nc[nH]n1, c1cn[nH]c1. Product: O=Cc1ccc(-n2cncn2)c(F)c1. As a reaction SMILES: [F:16][c:17]1[cH:18][cH:19][c:20]([CH:21]=[O:22])[cH:23][c:24]1[O:25][CH3:26].[F:1][c:2]1[cH:3][c:4]([CH:5]=[O:6])[cH:7][cH:8][c:9]1[F:10].[nH:11]1[n:12][cH:13][n:14][cH:15]1.[nH:27]1[cH:28][cH:29][cH:30][n:31]1>>[F:1][c:2]1[cH:3][c:4]([CH:5]=[O:6])[cH:7][cH:8][c:9]1-[n:11]1[n:12][cH:13][n:14][cH:15]1. Reactants: C(C=C)OC(N(CC1=CC(=CC=C1)C1=NC(=NC=C1)Cl)C(C)(C)C)=O (tert-Butyl-[3-(2-chloro-pyrimidin-4-yl)-benzyl]-carbamic acid allyl ester), Br.NCCC1=CC(=C(C=C1)O)Cl (4-(2-amino-ethyl)-2-chloro-phenol hydrobromide salt), Br.NCCC1=CC(=C(C=C1)O)Cl (4-(2-amino-ethyl)-2-chloro-phenol hydrobromide salt). Yields the product C(C=C)OC(N(CC1=CC(=CC=C1)C1=NC(=NC=C1)NCCC1=CC(=C(C=C1)O)Cl)C(C)(C)C)=O (tert-Butyl-(3-{2-[2-(3-chloro-4-hydroxy-phenyl)-ethylamino]pyrimidin-4-yl}-benzyl)-carbamic acid allyl ester). Isolated yield 79.0%. RXN SMILES: [CH2:1]([O:4][C:5](=[O:25])[N:6]([C:21]([CH3:24])([CH3:23])[CH3:22])[CH2:7][C:8]1[CH:13]=[CH:12][CH:11]=[C:10]([C:14]2[CH:19]=[CH:18][N:17]=[C:16](Cl)[N:15]=2)[CH:9]=1)[CH:2]=[CH2:3].Br.[NH2:27][CH2:28][CH2:29][C:30]1[CH:35]=[CH:34][C:33]([OH:36])=[C:32]([Cl:37])[CH:31]=1>>[CH2:1]([O:4][C:5](=[O:25])[N:6]([C:21]([CH3:22])([CH3:24])[CH3:23])[CH2:7][C:8]1[CH:13]=[CH:12][CH:11]=[C:10]([C:14]2[CH:19]=[CH:18][N:17]=[C:16]([NH:27][CH2:28][CH2:29][C:30]3[CH:35]=[CH:34][C:33]([OH:36])=[C:32]([Cl:37])[CH:31]=3)[N:15]=2)[CH:9]=1)[CH:2]=[CH2:3] |f:1.2|. Procedure: tert-Butyl-[3-(2-chloro-pyrimidin-4-yl)-benzyl]-carbamic acid allyl ester was coupled with 4-(2-amino-ethyl)-2-chloro-phenol hydrobromide salt (intermediate 71) following procedure F to give the title product in 79% yield. LC-MS showed the product had the expected M+H+ of 495. 1H NMR (Varian 300 MHz, CDCl3, shifts relative to the solvent peak at 7.24 ppm) 8.3 (d, 1H).) 7.9 (m, 2H) 7.4 (m, 1H) 7.3 (m, 1H) 7.2 (s, 1H) 7.0 (d, 1H) 6.9 (m, 2H) 5.9 (m, 1H) 5.2 (m, 2H) 5.1 (m, 2H) 4.7 (s, 2H) 4.6 (d, ...